Task: describe an organic reaction: reactants, conditions, products, and yield. Dataset: the Open Reaction Database (ORD), a public repository of structured organic reaction records The reactants are C(C=C)OC(C(=O)Cl)=O (allyl oxalochloride), [F-].[Cs+] (cesium fluoride). Yields the product C(C=C)OC(C(=O)F)=O (Allyl Oxalofluoride). As a reaction SMILES: [CH2:1]([O:4][C:5](=[O:9])[C:6](Cl)=[O:7])[CH:2]=[CH2:3].[F-:10].[Cs+]>>[CH2:1]([O:4][C:5](=[O:9])[C:6]([F:10])=[O:7])[CH:2]=[CH2:3] |f:1.2|. Reported procedure: By the procedure of the preceding Preparation, allyl oxalochloride (252.5 g, 1.70 mol) and cesium fluoride (284 g, 1.87 mol) were converted to twice distilled title product, b.p. 48°-50° C./35 mm; 124°-126° C. (atmospheric pressure).